Task: describe an organic reaction: reactants, conditions, products, and yield. Dataset: the Open Reaction Database (ORD), a public repository of structured organic reaction records Reactants: COC(=O)NC1=CC(=C(C=C1)NC(CN(C)C)=O)[N+](=O)[O-] (N-(4-methoxycarbonylamino-2-nitrophenyl)-2-dimethylaminoacetamide), [H][H] (hydrogen), [H][H] (hydrogen). The reagents and catalysts are [Pt]=O (platinum oxide). Solvent: CO (methanol). The product is NC1=C(C=CC(=C1)NC(=O)OC)NC(CN(C)C)=O (N-(2-amino-4-methoxycarbonylaminophenyl)-2-dimethylaminoacetamide). Yield: 69.0%. Reaction SMILES: [CH3:1][O:2][C:3]([NH:5][C:6]1[CH:11]=[CH:10][C:9]([NH:12][C:13](=[O:18])[CH2:14][N:15]([CH3:17])[CH3:16])=[C:8]([N+:19]([O-])=O)[CH:7]=1)=[O:4].[H][H]>[Pt]=O.CO>[NH2:19][C:8]1[CH:7]=[C:6]([NH:5][C:3]([O:2][CH3:1])=[O:4])[CH:11]=[CH:10][C:9]=1[NH:12][C:13](=[O:18])[CH2:14][N:15]([CH3:17])[CH3:16]. Procedure: N-(4-methoxycarbonylamino-2-nitrophenyl)-2-dimethylaminoacetamide (25.3 g), platinum oxide (0.4 g) and methanol (250 ml) were shaken together in an atmosphere of hydrogen at atmospheric pressure and laboratory temperature until the uptake of hydrogen was complete. Six litres of hydrogen were absorbed. The mixture was filtered and the ethanol evaporated. The residual solid was recrystallised from isopropanol to give N-(2-amino-4-methoxycarbonylaminophenyl)-2-dimethylaminoacetamide (15.7 g), m.p. ... Starting materials: CCCCc1nc(Cl)c(CO)n1Cc1ccc(C#N)cc1, CS(C)=O, ClC(Cl)Cl, N#C[Na], O, O=S(Cl)Cl. Yields the product CCCCc1nc(Cl)c(CC#N)n1Cc1ccc(C#N)cc1. Reaction SMILES: [CH2:5]([CH2:6][CH2:7][CH3:8])[c:9]1[n:10]([CH2:17][c:18]2[cH:19][cH:20][c:21]([C:24]#[N:25])[cH:22][cH:23]2)[c:11]([CH2:15][OH:16])[c:12]([Cl:14])[n:13]1.[CH3:33][S:34]([CH3:35])=[O:36].[Cl:26][CH:27]([Cl:28])[Cl:29].[Na:30][C:31]#[N:32].[OH2:37].[S:1]([Cl:2])([Cl:3])=[O:4]>>[CH2:5]([CH2:6][CH2:7][CH3:8])[c:9]1[n:10]([CH2:17][c:18]2[cH:19][cH:20][c:21]([C:24]#[N:25])[cH:22][cH:23]2)[c:11]([CH2:15][C:31]#[N:32])[c:12]([Cl:14])[n:13]1. Reactants: BrCC=Cc1ccccc1, c1ccc(Oc2ccc(C3CCNCC3)cc2)cc1. Yields the product C(=Cc1ccccc1)CN1CCC(c2ccc(Oc3ccccc3)cc2)CC1. As a reaction SMILES: [CH2:20]([CH:21]=[CH:22][c:23]1[cH:24][cH:25][cH:26][cH:27][cH:28]1)[Br:29].[O:1]([c:2]1[cH:3][cH:4][cH:5][cH:6][cH:7]1)[c:8]1[cH:9][cH:10][c:11]([CH:14]2[CH2:15][CH2:16][NH:17][CH2:18][CH2:19]2)[cH:12][cH:13]1>>[O:1]([c:2]1[cH:3][cH:4][cH:5][cH:6][cH:7]1)[c:8]1[cH:9][cH:10][c:11]([CH:14]2[CH2:15][CH2:16][N:17]([CH2:20][CH:21]=[CH:22][c:23]3[cH:24][cH:25][cH:26][cH:27][cH:28]3)[CH2:18][CH2:19]2)[cH:12][cH:13]1. Reagents/catalysts: [Ni] (raney nickel). Yields the product C1(C=2C(C(N1C1CCC=3NC4=CC=C(C=C4C3C1)N)=O)=CC=CC2)=O (3-phthalimido-6-amino-1,2,3,4-tetrahydrocarbazole). Reported procedure: 3-phthalimido-6-nitro-1,2,3,4-tetrahydrocarbazole (4.00 g) was dissolved in hot ethyl acetate (130 ml). To the cooled solution was added raney nickel, and the mixture was hydrogenated at an initial pressure of 39 psi at room temperature for 4 hr. After filtering off the insoluble materials, the filtrate was evaporated to dryness, and extracted twice into 20% aqueous methanol and the extracts combined and reduced in volume to give 3-phthalimido-6-amino-1,2,3,4-tetrahydrocarbazole (0.31 g). The reactants are C1(C=2C(C(N1C1CCC=3NC4=CC=C(C=C4C3C1)[N+](=O)[O-])=O)=CC=CC2)=O (3-phthalimido-6-nitro-1,2,3,4-tetrahydrocarbazole). Yield: 8.5%. The solvent is C(C)(=O)OCC (ethyl acetate). RXN SMILES: [C:1]1(=[O:27])[N:5]([CH:6]2[CH2:18][C:17]3[C:16]4[C:11](=[CH:12][CH:13]=[C:14]([N+:19]([O-])=O)[CH:15]=4)[NH:10][C:9]=3[CH2:8][CH2:7]2)[C:4](=[O:22])[C:3]2=[CH:23][CH:24]=[CH:25][CH:26]=[C:2]12>C(OCC)(=O)C.[Ni]>[C:4]1(=[O:22])[N:5]([CH:6]2[CH2:18][C:17]3[C:16]4[C:11](=[CH:12][CH:13]=[C:14]([NH2:19])[CH:15]=4)[NH:10][C:9]=3[CH2:8][CH2:7]2)[C:1](=[O:27])[C:2]2=[CH:26][CH:25]=[CH:24][CH:23]=[C:3]12. The reactants are O1COC2=C1C=CC(=C2)C2=NN=NN2 (5-(1,3-benzodioxol-5-yl)-1H-tetrazole), ClCC(=O)OCC (ethyl chloroacetate), C([O-])([O-])=O.[K+].[K+] (potassium carbonate). Run in CC(=O)C (acetone). Product: C(C)OC(CN1N=NN=C1C1=CC2=C(OCO2)C=C1)=O (Ethyl[5-(1,3-benzodioxol-5-yl)-1H-tetrazol-1-yl]acetate). Reaction SMILES: [O:1]1[C:5]2[CH:6]=[CH:7][C:8]([C:10]3[NH:14][N:13]=[N:12][N:11]=3)=[CH:9][C:4]=2[O:3][CH2:2]1.Cl[CH2:16][C:17]([O:19][CH2:20][CH3:21])=[O:18].C(=O)([O-])[O-].[K+].[K+]>CC(C)=O>[CH2:20]([O:19][C:17](=[O:18])[CH2:16][N:11]1[C:10]([C:8]2[CH:7]=[CH:6][C:5]3[O:1][CH2:2][O:3][C:4]=3[CH:9]=2)=[N:14][N:13]=[N:12]1)[CH3:21] |f:2.3.4|. Procedure details: A mixture of 5-(1,3-benzodioxol-5-yl)-1H-tetrazole (10 mmol), ethyl chloroacetate (10 mmol) and potassium carbonate (15 mmol) in dry acetone (100 mL) was refluxed for 24 h. The reaction mixture was filtered, the solvent was distilled. The crude ester thus obtained was purified by recrystallization from ethanol. Reactants: BrCc1ccccc1, O=Cc1ccc(C(=O)O)cc1, [H-], [Na+], CN(C)C=O, O. Product: O=Cc1ccc(C(=O)OCc2ccccc2)cc1. Reaction SMILES: [Br:14][CH2:15][c:16]1[cH:17][cH:18][cH:19][cH:20][cH:21]1.[CH:3](=[O:4])[c:5]1[cH:6][cH:7][c:8]([C:9](=[O:10])[OH:11])[cH:12][cH:13]1.[H-:1].[Na+:2].[O:23]=[CH:24][N:25]([CH3:26])[CH3:27].[OH2:22]>>[CH:3](=[O:4])[c:5]1[cH:6][cH:7][c:8]([C:9](=[O:10])[O:11][CH2:15][c:16]2[cH:17][cH:18][cH:19][cH:20][cH:21]2)[cH:12][cH:13]1.